Task: describe an organic reaction: reactants, conditions, products, and yield. Dataset: the Open Reaction Database (ORD), a public repository of structured organic reaction records Reactants: [Al+3], C1CCOC1, CO, COC(=O)c1cc(OC)c2ccccc2c1OC, [Cl-], Cl, [H-], [H-], [H-], [H-], [Li+], [NH4+]. The product is COc1cc(CO)c(OC)c2ccccc12. As a reaction SMILES: [Al+3:2].[CH2:28]1[O:29][CH2:30][CH2:31][CH2:32]1.[CH3:33][OH:34].[CH3:7][O:8][c:9]1[c:10]([C:21](=[O:22])[O:23][CH3:24])[cH:11][c:12]([O:19][CH3:20])[c:13]2[cH:14][cH:15][cH:16][cH:17][c:18]12.[Cl-:25].[ClH:27].[H-:1].[H-:4].[H-:5].[H-:6].[Li+:3].[NH4+:26]>>[CH3:7][O:8][c:9]1[c:10]([CH2:21][OH:22])[cH:11][c:12]([O:19][CH3:20])[c:13]2[cH:14][cH:15][cH:16][cH:17][c:18]12. The reactants are ClC1=CC=C(C=C1)C(O)(C1=CC=C(C=C1)Cl)C1=CC=C(C=C1)Cl (tris-(p-chlorophenyl) methanol), CCOCC (Et2O), CCCCCC (hexane), BrCC=C(C)C (1-bromo-3-methyl-2-butene). Run in CS(=O)C (DMSO), CS(=O)C (DMSO). Reaction conditions: time 5 minute. Product: ClC1=CC=C(C=C1)C(C1=CC=C(C=C1)Cl)(C1=CC=C(C=C1)Cl)OCC=C(C)C ((3-methyl-2-butenyl) tris-(4-chlorophenyl)methyl ether). Isolated yield 91.0%. As a reaction SMILES: CCCCCC.[Cl:7][C:8]1[CH:13]=[CH:12][C:11]([C:14]([C:23]2[CH:28]=[CH:27][C:26]([Cl:29])=[CH:25][CH:24]=2)([C:16]2[CH:21]=[CH:20][C:19]([Cl:22])=[CH:18][CH:17]=2)[OH:15])=[CH:10][CH:9]=1.Br[CH2:31][CH:32]=[C:33]([CH3:35])[CH3:34].CCOCC>CS(C)=O>[Cl:7][C:8]1[CH:9]=[CH:10][C:11]([C:14]([O:15][CH2:31][CH:32]=[C:33]([CH3:35])[CH3:34])([C:16]2[CH:21]=[CH:20][C:19]([Cl:22])=[CH:18][CH:17]=2)[C:23]2[CH:28]=[CH:27][C:26]([Cl:29])=[CH:25][CH:24]=2)=[CH:12][CH:13]=1. Procedure details: Dry DMSO (20 mL) was added to 14 mmol of hexane-washed KH under Ar with stirring at RT. After H2 evolution ceased, a solution of tris-(p-chlorophenyl) methanol (3.63 g, 10 mmol) in 25 mL dry DMSO was added, giving a deep red anion solution. After 5 min, 1-bromo-3-methyl-2-butene (2.0 mL, 19 mmol) was added and stirring continued for 1 h. The crude product was isolated by Et2O extraction and purified by flash chromatography (75 g SiO2, 5% EtOAc-hexanes) giving 3.93 g (91%) of (3-methyl-2-butenyl)... The product is Cc1cc(C(F)(C(F)(F)F)C(F)(F)F)cc(C)c1NC(=O)c1ccc(N(C)C)c(NC(=O)c2ccc(C#N)cc2)c1. Reactants: O=C([O-])O, N#Cc1ccc(C(=O)Cl)cc1, CCOC(C)=O, Cc1cc(C(F)(C(F)(F)F)C(F)(F)F)cc(C)c1NC(=O)c1ccc(N(C)C)c(N)c1, [Na+]. Reaction SMILES: [C:32](=[O:33])([OH:34])[O-:35].[C:37](#[N:38])[c:39]1[cH:40][cH:41][c:42]([C:43](=[O:44])[Cl:45])[cH:46][cH:47]1.[CH3:48][CH2:49][O:50][C:51](=[O:52])[CH3:53].[NH2:1][c:2]1[cH:3][c:4]([C:5](=[O:6])[NH:7][c:8]2[c:9]([CH3:25])[cH:10][c:11]([C:15]([C:16]([F:17])([F:18])[F:19])([C:20]([F:21])([F:22])[F:23])[F:24])[cH:12][c:13]2[CH3:14])[cH:26][cH:27][c:28]1[N:29]([CH3:30])[CH3:31].[Na+:36]>>[NH:1]([c:2]1[cH:3][c:4]([C:5](=[O:6])[NH:7][c:8]2[c:9]([CH3:25])[cH:10][c:11]([C:15]([C:16]([F:17])([F:18])[F:19])([C:20]([F:21])([F:22])[F:23])[F:24])[cH:12][c:13]2[CH3:14])[cH:26][cH:27][c:28]1[N:29]([CH3:30])[CH3:31])[C:43]([c:42]1[cH:41][cH:40][c:39]([C:37]#[N:38])[cH:47][cH:46]1)=[O:44]. Reactants: FC1=C(C=CC(=C1)F)[N+](=O)[O-] (2,4-difluoro-1-nitrobenzene), C(C1=CC=CC=C1)O[C@H]1C[C@H](C1)N (cis-3-benzyloxycyclobutylamine), CCN(C(C)C)C(C)C (DIPEA). Procedure details: To a solution of 2,4-difluoro-1-nitrobenzene (0.92 mL, 8.36 mmol) in CH3CN (60 mL) were added cis-3-benzyloxycyclobutylamine (1.48 g, 8.36 mmol) and DIPEA (1.46 mL, 8.36 mmol). The reaction mixture was stirred at RT for 18 h then concentrated in vacuo to afford the title compound as yellow oil (3.2 g, quantitative). To a solution of the product thus obtained (1.6 g, 5.03 mmol) in MeOH (20 mL) was added Iron powder (1.13 g, 20.12 mmol), NH4Cl (1.56 g, 30.18 mmol) and H2O (8 mL) and the reaction m... Run at time 18 hour. The solvent is CC#N (CH3CN). The product is C(C1=CC=CC=C1)O[C@H]1C[C@H](C1)NC=1C(=CC=C(C1)F)N (N2-(cis-3-Benzyloxycyclobutyl)-4-fluorobenzene-1,2-diamine). RXN SMILES: F[C:2]1[CH:7]=[C:6]([F:8])[CH:5]=[CH:4][C:3]=1[N+:9]([O-])=O.[CH2:12]([O:19][C@@H:20]1[CH2:23][C@H:22]([NH2:24])[CH2:21]1)[C:13]1[CH:18]=[CH:17][CH:16]=[CH:15][CH:14]=1.CCN(C(C)C)C(C)C>CC#N>[CH2:12]([O:19][C@@H:20]1[CH2:23][C@H:22]([NH:24][C:2]2[C:3]([NH2:9])=[CH:4][CH:5]=[C:6]([F:8])[CH:7]=2)[CH2:21]1)[C:13]1[CH:18]=[CH:17][CH:16]=[CH:15][CH:14]=1. The yield is 133.7%. The product is C1=C2C3C(CN4C2=C(C=C1)CNCC4)CCCCC3 (4,5,6,7,9,9a,10,11,12,13,14,14a-dodecahydrocyclohepta[c][1,4]diazepino[6,7,1-ij]quinoline). RXN SMILES: C([N:4]1[CH2:17][C:15]2=[C:16]3[C:11](=[CH:12][CH:13]=[CH:14]2)[CH:10]2[CH2:18][CH2:19][CH2:20][CH2:21][CH2:22][CH:9]2[CH2:8][N:7]3[CH2:6][CH2:5]1)(=O)C.[OH-].[K+].O>CO>[CH:12]1[CH:13]=[CH:14][C:15]2[CH2:17][NH:4][CH2:5][CH2:6][N:7]3[C:16]=2[C:11]=1[CH:10]1[CH2:18][CH2:19][CH2:20][CH2:21][CH2:22][CH:9]1[CH2:8]3 |f:1.2|. Starting materials: [OH-].[K+] (KOH), [OH-].[K+] (KOH), O (water), C(C)(=O)N1CCN2CC3C(C4=CC=CC(=C24)C1)CCCCC3 (5-acetyl-4,5,6,7,9,9a,10,11,12,13,14,14a-dodecahydrocyclohepta[c][1,4]diazepino[6,7,1-ij]quinoline). The yield is 100.4%. Reaction conditions: temperature 100 celsius, time 4 hour. Reported procedure: The compound from example 7 (0.5 g, 1.67 mmol) was dissolved in methanol (5 mL). To the mixture was added KOH (0.99 g and 16.7 mmol) and water (5 mL). The reaction mixture was heated to 100° C. and held for 4 hours. Methanol was then added (10 mL) and the mixture was held for an additional 20 hours (16 mL). At 24 hours, KOH (0.47 g, 8.3 mmol) and methanol (16 mL) were added. After 48 hours, the reaction mixture was cooled to room temperature. The methanol was removed, and the reaction mixture wa... The solvent is CO (methanol), CO (methanol), CO (Methanol).